This data is from the Open Reaction Database (ORD), a public repository of structured organic reaction records. The task is: describe an organic reaction: reactants, conditions, products, and yield Reactants: Cc1ccc(NC(=O)C(O)COCCO[Si](c2ccccc2)(c2ccccc2)C(C)(C)C)nc1, Clc1ncnc2c1cnn2Cc1ccccc1, C1CCOC1, CCOC(C)=O, [H-], [Na+], O, O=C(O)CC(O)(CC(=O)O)C(=O)O. Product: Cc1ccc(NC(=O)C(COCCO[Si](c2ccccc2)(c2ccccc2)C(C)(C)C)Oc2ncnc3c2cnn3Cc2ccccc2)nc1. RXN SMILES: [C:3]([CH3:4])([CH3:5])([CH3:6])[Si:7]([O:8][CH2:9][CH2:10][O:11][CH2:12][CH:13]([C:14](=[O:15])[NH:16][c:17]1[n:18][cH:19][c:20]([CH3:23])[cH:21][cH:22]1)[OH:24])([c:25]1[cH:26][cH:27][cH:28][cH:29][cH:30]1)[c:31]1[cH:32][cH:33][cH:34][cH:35][cH:36]1.[CH2:37]([c:38]1[cH:39][cH:40][cH:41][cH:42][cH:43]1)[n:44]1[n:45][cH:46][c:47]2[c:48]1[n:49][cH:50][n:51][c:52]2[Cl:53].[CH2:67]1[O:68][CH2:69][CH2:70][CH2:71]1.[CH3:73][CH2:74][O:75][C:76]([CH3:77])=[O:78].[H-:1].[Na+:2].[OH2:72].[OH:54][C:55]([CH2:56][C:57]([C:58](=[O:59])[OH:60])([CH2:61][C:62](=[O:63])[OH:64])[OH:65])=[O:66]>>[C:3]([CH3:4])([CH3:5])([CH3:6])[Si:7]([O:8][CH2:9][CH2:10][O:11][CH2:12][CH:13]([C:14](=[O:15])[NH:16][c:17]1[n:18][cH:19][c:20]([CH3:23])[cH:21][cH:22]1)[O:24][c:52]1[c:47]2[cH:46][n:45][n:44]([CH2:37][c:38]3[cH:39][cH:40][cH:41][cH:42][cH:43]3)[c:48]2[n:49][cH:50][n:51]1)([c:25]1[cH:26][cH:27][cH:28][cH:29][cH:30]1)[c:31]1[cH:32][cH:33][cH:34][cH:35][cH:36]1. The reactants are NC1=C(C(=O)NCC#N)C=CC=C1C (2-Amino-N-cyanomethyl-3-methyl-benzamide), ClC1=NC=C(C(=N1)Cl)Cl (2,4,5-Trichloro-pyrimidine), C([O-])([O-])=O.[K+].[K+] (Potassium carbonate), CN(C=O)C (N,N-Dimethylformamide), [Cl-].[NH4+] (ammonium chloride). Conditions: temperature 85 celsius, time 8 hour. The product is C(#N)CNC(C1=C(C(=CC=C1)C)NC1=NC(=NC=C1Cl)Cl)=O (N-Cyanomethyl-2-(2,5-dichloro-pyrimidin-4-ylamino)-3-methyl-benzamide). Yield: 13.5%. RXN SMILES: [NH2:1][C:2]1[C:13]([CH3:14])=[CH:12][CH:11]=[CH:10][C:3]=1[C:4]([NH:6][CH2:7][C:8]#[N:9])=[O:5].[Cl:15][C:16]1[N:21]=[C:20](Cl)[C:19]([Cl:23])=[CH:18][N:17]=1.C(=O)([O-])[O-].[K+].[K+].CN(C)C=O.[Cl-].[NH4+]>>[C:8]([CH2:7][NH:6][C:4](=[O:5])[C:3]1[CH:10]=[CH:11][CH:12]=[C:13]([CH3:14])[C:2]=1[NH:1][C:18]1[C:19]([Cl:23])=[CH:20][N:21]=[C:16]([Cl:15])[N:17]=1)#[N:9] |f:2.3.4,6.7|. Reported procedure: 2-Amino-N-cyanomethyl-3-methyl-benzamide (0.624 g, 0.00330 mol), 2,4,5-Trichloro-pyrimidine (0.605 g, 0.00330 mol) and Potassium carbonate (0.456 g, 0.00330 mol) were dissolved in N,N-Dimethylformamide (10.00 mL, 0.1291 mol) and the reaction was heated at 85° C. and was allowed to stir overnight. The reaction mixture was poured over saturated ammonium chloride, and organics were extracted with ethyl acetate/dichloromethane. Combined organics were dried over sodium sulfate, filtered and reduced e...